Dataset: the Open Reaction Database (ORD), a public repository of structured organic reaction records. Task: describe an organic reaction: reactants, conditions, products, and yield Reactants: Cc1c[nH]c(=S)[nH]c1=O, CCO, CC1CC(=O)NN=C1c1ccc(N)cc1. The product is Cc1c[nH]c(Nc2ccc(C3=NNC(=O)CC3C)cc2)nc1=O. RXN SMILES: [CH3:16][c:17]1[c:18](=[O:24])[nH:19][c:20](=[S:23])[nH:21][cH:22]1.[CH3:25][CH2:26][OH:27].[NH2:1][c:2]1[cH:3][cH:4][c:5]([C:8]2=[N:13][NH:12][C:11](=[O:14])[CH2:10][CH:9]2[CH3:15])[cH:6][cH:7]1>>[NH:1]([c:2]1[cH:3][cH:4][c:5]([C:8]2=[N:13][NH:12][C:11](=[O:14])[CH2:10][CH:9]2[CH3:15])[cH:6][cH:7]1)[c:20]1[n:19][c:18](=[O:24])[c:17]([CH3:16])[cH:22][nH:21]1. Run at time 20 minute. Reaction SMILES: [CH3:1][C:2]([C:4]1[CH:9]=[CH:8][C:7]([C:10]([F:13])([F:12])[F:11])=[CH:6][CH:5]=1)=O.[Na].C[O:16][C:17](=O)[C:18](OC)=O.Cl.O.[NH2:25][NH2:26].[CH3:27][CH2:28][OH:29]>O>[CH2:28]([O:29][C:17]([C:18]1[NH:26][N:25]=[C:2]([C:4]2[CH:9]=[CH:8][C:7]([C:10]([F:13])([F:12])[F:11])=[CH:6][CH:5]=2)[CH:1]=1)=[O:16])[CH3:27] |f:4.5,^1:13|. Product: C(C)OC(=O)C1=CC(=NN1)C1=CC=C(C=C1)C(F)(F)F (Ethyl-3-(4trifluoromethylphenyl)pyrazole-5-carboxylate). Reactants: Cl (HCl), O.NN (hydrazine hydrate), CC(=O)C1=CC=C(C=C1)C(F)(F)F (4-trifluoromethylacetophenone), [Na] (sodium), CCO (EtOH), COC(C(=O)OC)=O (Dimethyloxalate). The solvent is O (water). Procedure: To a solution of 4-trifluoromethylacetophenone (10 g, 53.15 mmol) in EtOH (100 mL) was added portionwise sodium ethoxyde (5.43 g, 79.72 mmol) and the mixture was stirred at room temperature during 20 minutes. Dimethyloxalate (8.16 g, 69.09 mmol) was added and the mixture was heated under reflux during 1 hour and then poured into a solution of HCl 1N. After extraction with CH2Cl2, the organic layer was dried over Na2SO4, and concentrated to dryness. The residue was dissolved in EtOH (100 mL), and... Isolated yield 55.8%. Reactants: O=C1OCCN1P(=O)(N1C(OCC1)=O)Cl (Bis(2-oxo-3-oxazolidinyl)phosphinic chloride), C(C)(C)N(CC)C(C)C (diisopropylethylamine), C(C)(C)(C)OC(=O)N1CCNCC1 (N-tert-butoxycarbonylpiperazine), C1(=CC=CC=C1)CCCC(=O)O (4-phenylbutyric acid). Solvent: ClCCl (dichloromethane). Run at time 20 hour. Product: C(C)(C)(C)OC(=O)N1CCN(CC1)C(CCCC1=CC=CC=C1)=O (1-N-tert-Butoxycarbonyl-4-(4-phenylbutanoyl)piperazine). Isolated yield 132.9%. RXN SMILES: O=C1N(P(Cl)(N2CCOC2=O)=O)CCO1.C(N(C(C)C)CC)(C)C.[C:25]([O:29][C:30]([N:32]1[CH2:37][CH2:36][NH:35][CH2:34][CH2:33]1)=[O:31])([CH3:28])([CH3:27])[CH3:26].[C:38]1([CH2:44][CH2:45][CH2:46][C:47](O)=[O:48])[CH:43]=[CH:42][CH:41]=[CH:40][CH:39]=1>ClCCl>[C:25]([O:29][C:30]([N:32]1[CH2:37][CH2:36][N:35]([C:47](=[O:48])[CH2:46][CH2:45][CH2:44][C:38]2[CH:43]=[CH:42][CH:41]=[CH:40][CH:39]=2)[CH2:34][CH2:33]1)=[O:31])([CH3:28])([CH3:26])[CH3:27]. Procedure details: Bis(2-oxo-3-oxazolidinyl)phosphinic chloride (2.33 g) and diisopropylethylamine (3.2 mL) were added to a solution of N-tert-butoxycarbonylpiperazine (1.13g) and 4-phenylbutyric acid (1.0 g) in dichloromethane (50 mL) at 0° C. After stirring at room temperature for 20 hr, the solvent was evaporated in vacuo. Ethyl acetate and 10% citric acid aqueous solution were added to the residue. The separated organic layer was washed with saturated sodium hydrogen carbonate, dried over sodium sulfate, and e... Reactants: O1C=C(C=C1)C1=CC=C(C=N1)C(CC)O (1-(6-(Furan-3-yl)pyridine-3yl)propan-1-ol), C1=CN(C=N1)C(=O)N2C=CN=C2 (CDI). The solvent is C(C)#N (acetonitrile). Product: N1(C=NC=C1)C(=O)OC(C)C=1C=NC(=CC1)C1=COC=C1 (1-(6-(Furan-3-yl)pyridin-3-yl)ethyl 1H-imidazole-1-carboxylate). Reaction SMILES: [O:1]1[CH:5]=[CH:4][C:3]([C:6]2[N:11]=[CH:10][C:9]([CH:12]([OH:15])[CH2:13]C)=[CH:8][CH:7]=2)=[CH:2]1.[CH:16]1[N:20]=[CH:19][N:18]([C:21](N2C=NC=C2)=[O:22])[CH:17]=1>C(#N)C>[N:18]1([C:21]([O:15][CH:12]([C:9]2[CH:10]=[N:11][C:6]([C:3]3[CH:4]=[CH:5][O:1][CH:2]=3)=[CH:7][CH:8]=2)[CH3:13])=[O:22])[CH:17]=[CH:16][N:20]=[CH:19]1. Procedure details: Synthesized using compound 48a (73.0 mg, 0.36 mmol), CDI (291 mg, 1.80 mmol) and acetonitrile (4 mL) according to Method E. Crude product was purified by flash chromatography on silica-gel using a mixture of hexane/ethyl acetate (1:1) as eluent. Green oil. Yield: 62 mg, 67%. 1H NMR (CDCl3, 500 MHz): δH (ppm)=1.00 (t, J=7.4 Hz, 3H), 1.96-2.08 (m, 1H), 2.12-2.24 (m, 1H), 5.85 (t, J=7.1 Hz, 1H), 6.88 (dd, J=1.9, 0.6 Hz, 1H), 7.04-7.09 (m, 1H), 7.42 (t, J=1.4 Hz, 1H), 7.45-7.51 (m, 2H), 7.69 (dd, J=... Starting materials: CC1(C2=C(C(=CC=C2)P(C3=CC=CC=C3)C4=CC=CC=C4)OC5=C(C=CC=C51)P(C6=CC=CC=C6)C7=CC=CC=C7)C (Xantphos), CC1(CC=2N3CCNC(C3=CC2C1)=O)C (4,4-Dimethyl-1,10-diazatricyclo[6.4.0.02,6]dodeca-2(6),7-dien-9-one), C(C)(=O)OCC1=C(C=C(C=C1Br)F)Br (2,6-Dibromo-4-fluorobenzyl acetate), C([O-])([O-])=O.[Cs+].[Cs+] (cesium carbonate). The reagents and catalysts are [Pd].[Pd].C(C1=CC=CC=C1)=CC(=O)C=CC1=CC=CC=C1.C(C1=CC=CC=C1)=CC(=O)C=CC1=CC=CC=C1.C(C1=CC=CC=C1)=CC(=O)C=CC1=CC=CC=C1 (tris(dibenzylideneacetone) dipalladium(0)). The solvent is O1CCOCC1 (1,4-dioxane), C(C)(=O)OCC (ethyl acetate), O (H2O). Reaction conditions: temperature 100 celsius. Yields the product C(C)(=O)OCC1=C(C=C(C=C1N1C(C2=CC=3CC(CC3N2CC1)(C)C)=O)F)Br (2-Bromo-4-fluoro-6-(9-oxo-4,4-dimethyl-1,10diazatricyclo[6.4.0.02,6]-dodeca-2(6),7-dien-10-yl)benzyl Acetate). The yield is 56.3%. RXN SMILES: [CH3:1][C:2]1([CH3:15])[CH2:13][C:12]2[CH:11]=[C:10]3[N:5]([CH2:6][CH2:7][NH:8][C:9]3=[O:14])[C:4]=2[CH2:3]1.[C:16]([O:19][CH2:20][C:21]1[C:26]([Br:27])=[CH:25][C:24]([F:28])=[CH:23][C:22]=1Br)(=[O:18])[CH3:17].C(=O)([O-])[O-].[Cs+].[Cs+].CC1(C)C2C(=C(P(C3C=CC=CC=3)C3C=CC=CC=3)C=CC=2)OC2C(P(C3C=CC=CC=3)C3C=CC=CC=3)=CC=CC1=2>O1CCOCC1.[Pd].[Pd].C(=CC(C=CC1C=CC=CC=1)=O)C1C=CC=CC=1.C(=CC(C=CC1C=CC=CC=1)=O)C1C=CC=CC=1.C(=CC(C=CC1C=CC=CC=1)=O)C1C=CC=CC=1.C(OCC)(=O)C.O>[C:16]([O:19][CH2:20][C:21]1[C:22]([N:8]2[CH2:7][CH2:6][N:5]3[C:10](=[CH:11][C:12]4[CH2:13][C:2]([CH3:15])([CH3:1])[CH2:3][C:4]=43)[C:9]2=[O:14])=[CH:23][C:24]([F:28])=[CH:25][C:26]=1[Br:27])(=[O:18])[CH3:17] |f:2.3.4,7.8.9.10.11|. Procedure details: A sealed tube was equipped with a magnetic stirrer and charged with 103e (740 mg, 3.6 mmol), 2,6-dibromo-4-fluorobenzyl acetate 101c (2.4 g, 7.2 mmol) and cesium carbonate (2.6 g, 7.9 mmol) in 1,4-dioxane (36 mL). After bubbling nitrogen through the solution for 30 min, Xantphos (250 mg, 0.43 mmol) and tris(dibenzylideneacetone) dipalladium(0) (260 mg, 0.29 mmol) were added, and the reaction mixture was heated to 100° C. for 16 h. After this time, H2O (50 mL) and ethyl acetate (50 mL) were added... Reactants: O=C1NS(=O)(=O)c2cc(Br)ccc21, O=C([O-])[O-], Cc1ccc(NC(=O)C2(c3ccc4c(c3)OC(F)(F)O4)CC2)cc1B1OC(C)(C)C(C)(C)O1, [Na+], [Na+], CN(C)C=O. Product: Cc1ccc(NC(=O)C2(c3ccc4c(c3)OC(F)(F)O4)CC2)cc1-c1ccc2c(c1)S(=O)(=O)NC2=O. Reaction SMILES: [Br:34][c:35]1[cH:36][c:37]2[c:38]([cH:45][cH:46]1)[C:39](=[O:44])[NH:40][S:41]2(=[O:42])=[O:43].[C:47](=[O:48])([O-:49])[O-:50].[F:1][C:2]1([F:33])[O:3][c:4]2[c:5]([cH:7][cH:8][c:9]([C:11]3([C:14](=[O:15])[NH:16][c:17]4[cH:18][c:19]([B:24]5[O:25][C:26]([CH3:27])([CH3:28])[C:29]([CH3:30])([CH3:31])[O:32]5)[c:20]([CH3:23])[cH:21][cH:22]4)[CH2:12][CH2:13]3)[cH:10]2)[O:6]1.[Na+:51].[Na+:52].[O:53]=[CH:54][N:55]([CH3:56])[CH3:57]>>[F:1][C:2]1([F:33])[O:3][c:4]2[c:5]([cH:7][cH:8][c:9]([C:11]3([C:14](=[O:15])[NH:16][c:17]4[cH:18][c:19](-[c:35]5[cH:36][c:37]6[c:38]([cH:45][cH:46]5)[C:39](=[O:44])[NH:40][S:41]6(=[O:42])=[O:43])[c:20]([CH3:23])[cH:21][cH:22]4)[CH2:12][CH2:13]3)[cH:10]2)[O:6]1. Reactants: O (water), ClC=1C(N(N=CC1Cl)CCCO)=O (4,5-dichloro-2-(3'-hydroxypropyl)-3(2H)-pyridazinone), [OH-].[K+] (potassium hydroxide). Run in C(C)O (ethanol), C(C)O (ethanol). The product is ClC=1C(N(N=CC1O)CCCO)=O (4-chloro-5-hydroxy-2-(3'-hydroxypropyl)-3(2H)-pyridazinone). Reaction SMILES: [OH2:1].[Cl:2][C:3]1[C:4](=[O:14])[N:5]([CH2:10][CH2:11][CH2:12][OH:13])[N:6]=[CH:7][C:8]=1Cl.[OH-].[K+]>C(O)C>[Cl:2][C:3]1[C:4](=[O:14])[N:5]([CH2:10][CH2:11][CH2:12][OH:13])[N:6]=[CH:7][C:8]=1[OH:1] |f:2.3|. Procedure: To a mixed solvent of 150 ml of water and 150 ml of ethanol was added 22.3 g of 4,5-dichloro-2-(3'-hydroxypropyl)-3(2H)-pyridazinone (0.1 mol) and 19.6 g of potassium hydroxide (0.35 mol) and then heated under reflux for about 10 hours. After reaction, ethanol was removed under reduced pressure and added with water to filter off the insoluble matters. The filtrate was converted into acidity by diluted hydrochloric acid and the crystals produced were filtered off. The crystals thus obtained were ...